From a dataset of the Open Reaction Database (ORD), a public repository of structured organic reaction records. describe an organic reaction: reactants, conditions, products, and yield Reactants: N#Cc1ccc(CCCCC(=O)O)cc1, O=C(Cl)C(=O)Cl, ClCCCl, CN(C)C=O. Product: N#Cc1ccc(CCCCCN)cc1. RXN SMILES: [C:7](#[N:8])[c:9]1[cH:10][cH:11][c:12]([CH2:15][CH2:16][CH2:17][CH2:18][C:19]([OH:20])=[O:21])[cH:13][cH:14]1.[Cl:1][C:2]([C:3]([Cl:4])=[O:5])=[O:6].[Cl:27][CH2:28][CH2:29][Cl:30].[O:22]=[CH:23][N:24]([CH3:25])[CH3:26]>>[C:7](#[N:8])[c:9]1[cH:10][cH:11][c:12]([CH2:15][CH2:16][CH2:17][CH2:18][CH2:19][NH2:24])[cH:13][cH:14]1. The reactants are OC1=CC(=C(C=C1)C=1C=C2CCC(C2=CC1)=O)NC1=CC=C(C=C1)OCCN1CCCCC1 (5-{4-hydroxy-2-[4-(2-piperidin-1-ylethoxy)phenylamino]phenyl}indan-1-one), O (Water), [Cl-].O[NH3+] (hydroxylammonium chloride), N1=CC=CC=C1 (pyridine). Solvent: C(C)O (ethanol), O1CCCC1 (tetrahydrofuran). Run at temperature 60 celsius, time 8 hour. Product: OC1=CC(=C(C=C1)C=1C=C2CCC(C2=CC1)=NO)NC1=CC=C(C=C1)OCCN1CCCCC1 (5-{4-Hydroxy-2-[4-(2-piperidin-1-ylethoxy)phenylamino]phenyl}indan-1-one oxime). Yield: 20.7%. Reaction SMILES: [OH:1][C:2]1[CH:7]=[CH:6][C:5]([C:8]2[CH:9]=[C:10]3[C:14](=[CH:15][CH:16]=2)[C:13](=O)[CH2:12][CH2:11]3)=[C:4]([NH:18][C:19]2[CH:24]=[CH:23][C:22]([O:25][CH2:26][CH2:27][N:28]3[CH2:33][CH2:32][CH2:31][CH2:30][CH2:29]3)=[CH:21][CH:20]=2)[CH:3]=1.[Cl-].[OH:35][NH3+:36].N1C=CC=CC=1.O>C(O)C.O1CCCC1>[OH:1][C:2]1[CH:7]=[CH:6][C:5]([C:8]2[CH:9]=[C:10]3[C:14](=[CH:15][CH:16]=2)[C:13](=[N:36][OH:35])[CH2:12][CH2:11]3)=[C:4]([NH:18][C:19]2[CH:24]=[CH:23][C:22]([O:25][CH2:26][CH2:27][N:28]3[CH2:29][CH2:30][CH2:31][CH2:32][CH2:33]3)=[CH:21][CH:20]=2)[CH:3]=1 |f:1.2|. Procedure: To a solution of 5-{4-hydroxy-2-[4-(2-piperidin-1-ylethoxy)phenylamino]phenyl}indan-1-one (28 mg) in ethanol (1 ml) and tetrahydrofuran (0.2 ml) were sequentially added hydroxylammonium chloride (43 mg) and pyridine (0.2 ml), and the solution was stirred overnight at 60° C. Water was added thereto followed by stirring, the solution was extracted with ethyl acetate, then sequentially washed with water and brine, and the solvent was evaporated in vacuo. The residue was purified by NH silica gel co... Reactants: FC1(CC(NC1)COC1=CC=C(C(=O)OC)C=C1)F (methyl 4-(4,4-difluoro-2-pyrrolidinylmethoxy)benzoate), COC=1C=C(C=CC1NC(=O)NC1=C(C=CC=C1)C)CC(=O)O (3-methoxy-4-[N′-(2-methylphenyl)ureido]phenylacetic acid), CCN=C=NCCCN(C)C.Cl (EDC.HCl), C=1C=CC2=C(C1)N=NN2O (HOBt). The reagents and catalysts are CN(C)C=1C=CN=CC1 (DMAP). The solvent is CN(C)C=O (DMF), CCOC(=O)C (EtOAc). Conditions: time 8 hour. Product: FC1(CC(N(C1)C(CC1=CC(=C(C=C1)NC(=O)NC1=C(C=CC=C1)C)OC)=O)COC1=CC=C(C(=O)OC)C=C1)F (methyl 4-[4,4-difluoro-1-[3-methoxy-4-[N′-(2-methylphenyl)ureido]phenylacetyl]-2-pyrrolidinylmethoxy]benzoate). The yield is 88.5%. Reaction SMILES: [F:1][C:2]1([F:19])[CH2:6][NH:5][CH:4]([CH2:7][O:8][C:9]2[CH:18]=[CH:17][C:12]([C:13]([O:15][CH3:16])=[O:14])=[CH:11][CH:10]=2)[CH2:3]1.[CH3:20][O:21][C:22]1[CH:23]=[C:24]([CH2:39][C:40](O)=[O:41])[CH:25]=[CH:26][C:27]=1[NH:28][C:29]([NH:31][C:32]1[CH:37]=[CH:36][CH:35]=[CH:34][C:33]=1[CH3:38])=[O:30].CCN=C=NCCCN(C)C.Cl.C1C=CC2N(O)N=NC=2C=1>CN(C1C=CN=CC=1)C.CN(C=O)C.CCOC(C)=O>[F:19][C:2]1([F:1])[CH2:6][N:5]([C:40](=[O:41])[CH2:39][C:24]2[CH:25]=[CH:26][C:27]([NH:28][C:29]([NH:31][C:32]3[CH:37]=[CH:36][CH:35]=[CH:34][C:33]=3[CH3:38])=[O:30])=[C:22]([O:21][CH3:20])[CH:23]=2)[CH:4]([CH2:7][O:8][C:9]2[CH:18]=[CH:17][C:12]([C:13]([O:15][CH3:16])=[O:14])=[CH:11][CH:10]=2)[CH2:3]1 |f:2.3|. Procedure details: A mixture of methyl 4-(4,4-difluoro-2-pyrrolidinylmethoxy)benzoate (540 mg, 1.99 mmol), 3-methoxy-4-[N′-(2-methylphenyl)ureido]phenylacetic acid (626 mg, 1.99 mmol), EDC.HCl (572 mg, 2.99 mmol), HOBt (cat.), and DMAP (cat.) in DMF (10 ml) was stirred overnight. The mixture was diluted with EtOAc (300 ml), washed with brine (2×100 ml), dried over MgSO4, and concntrated in vacuo. The residue was chromatographed on silica gel with CHCl3—MeOH (20:1) as eluent to give methyl 4-[4,4-difluoro-1-[3-meth... Reactants: ClC1=CC=C(C=C1)CC(=S)N (2-(4-chlorophenyl)thioacetamide), ClC(C(C)=O)Cl (dichloroacetone), C(O)([O-])=O.[Na+] (sodium hydrogen carbonate). The solvent is O1CCOCC1 (1,4-dioxane). Conditions: temperature 70 celsius, time 3 day. Yields the product ClC1=CC=C(CC=2SC=C(N2)CCl)C=C1 (2-(4-chlorobenzyl)-4-(chloromethyl)thiazole). The yield is 85.9%. Reaction SMILES: [Cl:1][C:2]1[CH:7]=[CH:6][C:5]([CH2:8][C:9]([NH2:11])=[S:10])=[CH:4][CH:3]=1.[Cl:12][CH:13](Cl)[C:14](=O)[CH3:15].C(=O)([O-])O.[Na+]>O1CCOCC1>[Cl:1][C:2]1[CH:3]=[CH:4][C:5]([CH2:8][C:9]2[S:10][CH:15]=[C:14]([CH2:13][Cl:12])[N:11]=2)=[CH:6][CH:7]=1 |f:2.3|. Procedure: To a solution of 2-(4-chlorophenyl)thioacetamide (3.51 g) in 1,4-dioxane (20 mL) were added dichloroacetone (2.64 g) and sodium hydrogen carbonate (1.75 g) at room temperature, and the mixture was stirred for 3 days. Insoluble material was removed by filtration, thionyl chloride (1.52 mL) was added to the filtrate, and the mixture was heated at 70° C. for 30 min. The reaction mixture was adjusted to pH=8-9 by the addition of saturated aqueous sodium hydrogen carbonate solution, and extracted wit... Reactants: [OH-].[K+] (Potassium hydroxide), ClC=1N=CNC1Cl (4,5-Dichloroimidazole), Cl.ClCC1=NC2=CC=CC=C2C=C1 (2-chloromethylquinoline hydrochloride), [OH-].[K+] (potassium hydroxide). Solvent: C(C)#N (acetonitrile), C(C)#N (acetonitrile). Product: N1=C(C=CC2=CC=CC=C12)CN1C=NC(=C1Cl)Cl (1-(quinolin-2-ylmethyl)-4,5-dichloroimidazole). Reaction SMILES: [Cl:1][C:2]1[N:3]=[CH:4][NH:5][C:6]=1[Cl:7].[OH-].[K+].Cl.Cl[CH2:12][C:13]1[CH:22]=[CH:21][C:20]2[C:15](=[CH:16][CH:17]=[CH:18][CH:19]=2)[N:14]=1>C(#N)C>[N:14]1[C:15]2[C:20](=[CH:19][CH:18]=[CH:17][CH:16]=2)[CH:21]=[CH:22][C:13]=1[CH2:12][N:3]1[C:2]([Cl:1])=[C:6]([Cl:7])[N:5]=[CH:4]1 |f:1.2,3.4|. Reported procedure: 4,5-Dichloroimidazole (2.00 g, 14.6 mmol) was dissolved in 15 mL acetonitrile in a round bottom flask. Potassium hydroxide (0.90 g, 16.0 mmol) was added and the mixture was refluxed for 15 min. Concurrently, 2-chloromethylquinoline hydrochloride (3.13 g, 14.6 mmol) and potassium hydroxide (0.82 g, 14.6 mmol) were added to a second round bottom flask and stirred in 60 mL acetonitrile at reflux for 10 min. The contents of the second flask were added to the first, and the combined mixture was reflu...